From a dataset of the Open Reaction Database (ORD), a public repository of structured organic reaction records. describe an organic reaction: reactants, conditions, products, and yield Reactants: ClC1=CC(=NC2=CC(=CC=C12)C)C#N (4-Chloro-7-methylquinoline-2-carbonitrile), C1CC(=O)N(C1=O)Br (NBS). Reagents/catalysts: C(C1=CC=CC=C1)(=O)OOC(C1=CC=CC=C1)=O (benzoyl peroxide). The solvent is CC#N (CH3CN). Conditions: time 16 hour. Product: BrCC1=CC=C2C(=CC(=NC2=C1)C#N)Cl (7-(Bromomethyl)-4-chloroquinoline-2-carbonitrile). Isolated yield 57.6%. Reaction SMILES: [Cl:1][C:2]1[C:11]2[C:6](=[CH:7][C:8]([CH3:12])=[CH:9][CH:10]=2)[N:5]=[C:4]([C:13]#[N:14])[CH:3]=1.C1C(=O)N([Br:22])C(=O)C1>CC#N.C(OOC(=O)C1C=CC=CC=1)(=O)C1C=CC=CC=1>[Br:22][CH2:12][C:8]1[CH:7]=[C:6]2[C:11]([C:2]([Cl:1])=[CH:3][C:4]([C:13]#[N:14])=[N:5]2)=[CH:10][CH:9]=1. Reported procedure: 4-Chloro-7-methyl-2-quinolinecarbonitrile (1-5, 57 g, 0.37 mol, 1.0 equiv.), NBS (75 g, 0.42 mol, 1.14 equiv.) and benzoyl peroxide (0.8 g, 3.3 mmol, 0.01 equiv.) were stirred in CH3CN (30 ml, 12.3 M) at room temperature. After 16 h, the solvent was removed and the residue was partitioned between AcOEt and water, the organic layer was washed with water, dried over MgSO4 and filtered. After removal of the solvent, the residue was recrystallized from methanol to give 60 g of desired 7-(bromomethyl...